Task: describe an organic reaction: reactants, conditions, products, and yield. Dataset: the Open Reaction Database (ORD), a public repository of structured organic reaction records The reactants are c1ccc(CC2CCNCC2)cc1, CCOCC, O=C(O)C(=O)Nc1ccc2nc(S)[nH]c2c1. Yields the product O=C(Nc1ccc2nc(S)[nH]c2c1)C(=O)N1CCC(Cc2ccccc2)CC1. As a reaction SMILES: [CH2:17]([c:18]1[cH:19][cH:20][cH:21][cH:22][cH:23]1)[CH:24]1[CH2:25][CH2:26][NH:27][CH2:28][CH2:29]1.[CH2:30]([O:31][CH2:32][CH3:33])[CH3:34].[SH:1][c:2]1[nH:3][c:4]2[c:5]([n:6]1)[cH:7][cH:8][c:9]([NH:11][C:12]([C:13](=[O:14])[OH:15])=[O:16])[cH:10]2>>[SH:1][c:2]1[nH:3][c:4]2[c:5]([n:6]1)[cH:7][cH:8][c:9]([NH:11][C:12]([C:13](=[O:15])[N:27]1[CH2:26][CH2:25][CH:24]([CH2:17][c:18]3[cH:19][cH:20][cH:21][cH:22][cH:23]3)[CH2:29][CH2:28]1)=[O:16])[cH:10]2. Reaction SMILES: [CH3:5][c:6]1[n+:7]([O-:13])[cH:8][c:9]([CH3:12])[cH:10][cH:11]1.[Na+:15].[OH-:14].[OH:1][N+:2]([O-:3])=[O:4].[S:16](=[O:17])(=[O:18])([OH:19])[OH:20]>>[O-:1][N+:2](=[O:4])[c:10]1[c:9]([CH3:12])[cH:8][n+:7]([O-:13])[c:6]([CH3:5])[cH:11]1. The product is Cc1c[n+]([O-])c(C)cc1[N+](=O)[O-]. Starting materials: Cc1ccc(C)[n+]([O-])c1, [Na+], [OH-], O=[N+]([O-])O, O=S(=O)(O)O. The reactants are FCC1(CC1)S(=O)(=O)NC(=O)[C@]12NC([C@H]3N(C([C@H]([C@@H](C[C@@H](CC\C=C/[C@@H]1C2)C)C)NC(OC(C)(C)C)=O)=O)C[C@@H](C3)OC3=NC2=CC(=CC=C2N=C3)OC)=O (tert-butyl ((2R,6S,7R,9R,13aS,14aR,16aS,Z)-14a-(((1-(fluoromethyl)cyclopropyl)sulfonyl)carbamoyl)-2-((7-methoxyquinoxalin-2-yl)oxy)-7,9-dimethyl-5,16-dioxo-1,2,3,5,6,7,8,9,10,11,13a,14,14a,15,16,16a-hexadecahydrocyclopropa[e]pyrrolo[1,2-a][1,4]diazacyclopentadecin-6-yl)carbamate), Cl (HCl). The solvent is O1CCOCC1 (dioxane). The product is Cl.N[C@H]1[C@@H](C[C@@H](CC\C=C/[C@H]2[C@](NC([C@H]3N(C1=O)C[C@@H](C3)OC3=NC1=CC(=CC=C1N=C3)OC)=O)(C2)C(=O)NS(=O)(=O)C2(CC2)CF)C)C ((2R,6S,7R,9R,13aS,14aR,16aS,Z)-6-amino-N-(1-(fluoromethyl)cyclopropylsulfonyl)-2-(7-methoxyquinoxalin-2-yloxy)-7,9-dimethyl-5,16-dioxo-1,2,3,5,6,7,8,9,10,11,13a,14,14a,15,16,16a-hexadecahydrocyclopropa[e]pyrrolo[1,2-a][1,4]diazacyclopentadecine-14a-carboxamide hydrochloride). Yield: 95.0%. RXN SMILES: [F:1][CH2:2][C:3]1([S:6]([NH:9][C:10]([C@@:12]23[CH2:27][C@H:26]2[CH:25]=[CH:24][CH2:23][CH2:22][C@@H:21]([CH3:28])[CH2:20][C@@H:19]([CH3:29])[C@H:18]([NH:30]C(=O)OC(C)(C)C)[C:17](=[O:38])[N:16]2[CH2:39][C@H:40]([O:42][C:43]4[CH:52]=[N:51][C:50]5[C:45](=[CH:46][C:47]([O:53][CH3:54])=[CH:48][CH:49]=5)[N:44]=4)[CH2:41][C@H:15]2[C:14](=[O:55])[NH:13]3)=[O:11])(=[O:8])=[O:7])[CH2:5][CH2:4]1.[ClH:56]>O1CCOCC1>[ClH:56].[NH2:30][C@@H:18]1[C:17](=[O:38])[N:16]2[CH2:39][C@H:40]([O:42][C:43]3[CH:52]=[N:51][C:50]4[C:45](=[CH:46][C:47]([O:53][CH3:54])=[CH:48][CH:49]=4)[N:44]=3)[CH2:41][C@H:15]2[C:14](=[O:55])[NH:13][C@:12]2([C:10]([NH:9][S:6]([C:3]3([CH2:2][F:1])[CH2:5][CH2:4]3)(=[O:8])=[O:7])=[O:11])[CH2:27][C@H:26]2[CH:25]=[CH:24][CH2:23][CH2:22][C@@H:21]([CH3:28])[CH2:20][C@H:19]1[CH3:29] |f:3.4|. Reported procedure: A solution of tert-butyl ((2R,6S,7R,9R,13aS,14aR,16aS,Z)-14a-(((1-(fluoromethyl)cyclopropyl)sulfonyl)carbamoyl)-2-((7-methoxyquinoxalin-2-yl)oxy)-7,9-dimethyl-5,16-dioxo-1,2,3,5,6,7,8,9,10,11,13a,14,14a,15,16,16a-hexadecahydrocyclopropa[e]pyrrolo[1,2-a][1,4]diazacyclopentadecin-6-yl)carbamate (120 mg, 0.15 mmol) in 4M HCl in dioxane (10 ml 4 M solution) was stirred at room temperature for 2 h. The solvent was evaporated under reduced pressure to get crude compound (100 mg, 95%) as brown solid. T... Reactants: O1CCOCC1 (Dioxane), BrC=1C=NC(=NC1)C1=CC=CC=C1 (5-bromo-2-phenylpyrimidine), CN(C1CCCCC1)C1CCCCC1 (N-Methyldicyclohexylamine), C(C=C)(=O)OC (methyl acrylate). Reagents/catalysts: C=1C=CC(=CC1)/C=C/C(=O)/C=C/C2=CC=CC=C2.C=1C=CC(=CC1)/C=C/C(=O)/C=C/C2=CC=CC=C2.C=1C=CC(=CC1)/C=C/C(=O)/C=C/C2=CC=CC=C2.[Pd].[Pd] (tris(dibenzylideneacetone)dipalladium(0)), F[B-](F)(F)F.C(C)(C)(C)[PH+](C(C)(C)C)C(C)(C)C (tri-t-butylphosphonium tetrafluoroborate). Run in C(C)(=O)OCC (ethyl acetate). Run at time 72 hour. Yields the product COC(\C=C\C=1C=NC(=NC1)C1=CC=CC=C1)=O ((2E)-3-(2-Phenyl-5-pyrimidinyl)-2-propenoic Acid Methyl Ester). The yield is 56.1%. Reaction SMILES: O1CCOCC1.Br[C:8]1[CH:9]=[N:10][C:11]([C:14]2[CH:19]=[CH:18][CH:17]=[CH:16][CH:15]=2)=[N:12][CH:13]=1.CN(C1CCCCC1)C1CCCCC1.[C:34]([O:38][CH3:39])(=[O:37])[CH:35]=[CH2:36]>C(OCC)(=O)C.C1C=CC(/C=C/C(/C=C/C2C=CC=CC=2)=O)=CC=1.C1C=CC(/C=C/C(/C=C/C2C=CC=CC=2)=O)=CC=1.C1C=CC(/C=C/C(/C=C/C2C=CC=CC=2)=O)=CC=1.[Pd].[Pd].F[B-](F)(F)F.C([PH+](C(C)(C)C)C(C)(C)C)(C)(C)C>[CH3:39][O:38][C:34](=[O:37])/[CH:35]=[CH:36]/[C:8]1[CH:9]=[N:10][C:11]([C:14]2[CH:19]=[CH:18][CH:17]=[CH:16][CH:15]=2)=[N:12][CH:13]=1 |f:5.6.7.8.9,10.11|. Reported procedure: Dioxane (1.3 mL) was added to a mixture of 5-bromo-2-phenylpyrimidine (310 mg, 1.32 mmol, prepared as described in Org. Lett. 2002, 4, 513), tri-t-butylphosphonium tetrafluoroborate (11 mg, 0.038 mmol), and tris(dibenzylideneacetone)dipalladium(0) (18 mg, 0.020 mmol). N-Methyldicyclohexylamine (0.31 mL, 1.45 mmol) and methyl acrylate (0.24 mL, 2.67 mmol) were added and the mixture was stirred for 72 h at room temperature. The mixture was diluted with ethyl acetate, filtered through a small plug ... Reactants: CC(C)(C)OC(=O)CBr, CCS. Product: CCSCC(=O)OC(C)(C)C. As a reaction SMILES: [Br:4][CH2:5][C:6](=[O:7])[O:8][C:9]([CH3:10])([CH3:11])[CH3:12].[CH2:1]([CH3:2])[SH:3]>>[CH2:1]([CH3:2])[S:3][CH2:5][C:6](=[O:7])[O:8][C:9]([CH3:10])([CH3:11])[CH3:12]. Reactants: CC=1C=NC=2C(CCCC2C1)C(N)=S (3-methyl-5,6,7,8-tetrahydroquinoline-8-thiocarboxamide), C(C(O)C(O)C(=O)O)(=O)O (tartaric acid). The solvent is C(C)(C)O (isopropylalcohol), C(C)(C)O (isopropylalcohol). The product is C(=O)(O)C(O)C(O)C(=O)O.CC=1C=NC=2C(CCCC2C1)C(N)=S (3-Methyl-5,6,7,8-tetrahydroquinoline-8-thiocarboxamide tartrate). As a reaction SMILES: [CH3:1][C:2]1[CH:3]=[N:4][C:5]2[CH:6]([C:12](=[S:14])[NH2:13])[CH2:7][CH2:8][CH2:9][C:10]=2[CH:11]=1.[C:15]([OH:24])(=[O:23])[CH:16]([CH:18]([C:20]([OH:22])=[O:21])[OH:19])[OH:17]>C(O)(C)C>[C:20]([CH:18]([CH:16]([C:15]([OH:24])=[O:23])[OH:17])[OH:19])([OH:22])=[O:21].[CH3:1][C:2]1[CH:3]=[N:4][C:5]2[CH:6]([C:12](=[S:14])[NH2:13])[CH2:7][CH2:8][CH2:9][C:10]=2[CH:11]=1 |f:3.4|. Reported procedure: To a solution of 3-methyl-5,6,7,8-tetrahydroquinoline-8-thiocarboxamide (13 g.) in hot isopropylalcohol (130 ml.) was added a solution of 9.5 g. tartaric acid in hot isopropylalcohol (65 ml.). The solution was filtered and allowed to cool. The precipitated crystals of the tartrate were removed by filtration, washed with a little cold isopropyl alcohol and dried. Yield 10.2 g, 158°-160° C, Found: C, 50.56% H, 5.67%; N, 7.90%. Calc. for C15H20N2O6S : C, 50.55%; H, 5.65%; N, 7.86%. The reactants are [Li]CCCC, CCCCCC, Cl, C1CCOC1, O, Cc1ccc(C=O)cc1, c1cnc2c(c1)CCCCC2. Product: Cl, Cc1ccc(C(O)C2CCCCc3cccnc32)cc1. As a reaction SMILES: [CH2:12]([Li:13])[CH2:14][CH2:15][CH3:16].[CH3:32][CH2:33][CH2:34][CH2:35][CH2:36][CH3:37].[ClH:26].[O:27]1[CH2:28][CH2:29][CH2:30][CH2:31]1.[OH2:38].[c:17]1([CH3:25])[cH:18][cH:19][c:20]([CH:23]=[O:24])[cH:21][cH:22]1.[n:1]1[c:2]2[c:3]([cH:4][cH:5][cH:6]1)[CH2:7][CH2:8][CH2:9][CH2:10][CH2:11]2>>[ClH:26].[n:1]1[c:2]2[c:3]([cH:4][cH:5][cH:6]1)[CH2:7][CH2:8][CH2:9][CH2:10][CH:11]2[CH:23]([c:20]1[cH:19][cH:18][c:17]([CH3:25])[cH:22][cH:21]1)[OH:24]. Conditions: time 2 hour. Yield: 81.2%. Run in C1CCOC1.O (THF water). Procedure details: 7,7-Diethoxy-3,4-dimethoxybicyclo[4.2.0]octa-1,3,5-triene (1.76 g, 6.98 mmol) is stirred in a mixture of THF/water (6/1) at ambient temperature. 815 mg of an aqueous 11N HCl solution (1.1 eq, 7.7 mmol) are then added. The reaction mixture is stirred for 2 hours ambient temperature. Water is added to facilitate two extractions with ethyl acetate (2×30 mL). The organic phases are dried over MgSO4 and then subjected to drying. There are obtained 1.01 g of the title product in the form of a grey pow... Reaction SMILES: C([O:3][C:4]1(OCC)[CH2:11][C:10]2[C:5]1=[CH:6][C:7]([O:14][CH3:15])=[C:8]([O:12][CH3:13])[CH:9]=2)C.Cl.O>C1COCC1.O>[CH3:13][O:12][C:8]1[CH:9]=[C:10]2[C:5](=[CH:6][C:7]=1[O:14][CH3:15])[C:4](=[O:3])[CH2:11]2 |f:3.4|. The product is COC=1C=C2CC(C2=CC1OC)=O (3,4-dimethoxybicyclo[4.2.0]octa-1,3,5-trien-7-one). Starting materials: Cl (HCl), C(C)OC1(C2=CC(=C(C=C2C1)OC)OC)OCC (7,7-Diethoxy-3,4-dimethoxybicyclo[4.2.0]octa-1,3,5-triene), O (Water).